describe an organic reaction: reactants, conditions, products, and yield From a dataset of the Open Reaction Database (ORD), a public repository of structured organic reaction records. RXN SMILES: C(O[C:4]([C:6]1[N:7]=[CH:8][C:9]2[C:14]([C:15]=1[OH:16])=[CH:13][CH:12]=[C:11]([C:17]1[CH:22]=[CH:21][C:20]([F:23])=[CH:19][CH:18]=1)[CH:10]=2)=[O:5])C.[NH2:24][CH2:25][CH2:26][C:27]([OH:29])=[O:28]>>[F:23][C:20]1[CH:19]=[CH:18][C:17]([C:11]2[CH:10]=[C:9]3[C:14]([C:15]([OH:16])=[C:6]([C:4]([NH:24][CH2:25][CH2:26][C:27]([OH:29])=[O:28])=[O:5])[N:7]=[CH:8]3)=[CH:13][CH:12]=2)=[CH:22][CH:21]=1. Procedure: 3-{[7-(4-Fluoro-phenyl)-4-hydroxy-isoquinoline-3-carbonyl]-amino}-propionic acid was prepared from 7-(4-Fluoro-phenyl)-4-hydroxy-isoquinoline-3-carboxylic acid ethyl ester under conditions analogous to Example 116(b) using beta-alanine. MS ESI(−) m/e: 353.1196 (M−1). Yields the product FC1=CC=C(C=C1)C1=CC=C2C(=C(N=CC2=C1)C(=O)NCCC(=O)O)O (3-{[7-(4-Fluoro-phenyl)-4-hydroxy-isoquinoline-3-carbonyl]-amino}-propionic acid). Starting materials: C(C)OC(=O)C=1N=CC2=CC(=CC=C2C1O)C1=CC=C(C=C1)F (7-(4-Fluoro-phenyl)-4-hydroxy-isoquinoline-3-carboxylic acid ethyl ester), NCCC(=O)O (beta-alanine). Reactants: O(Cl)Cl.[P+5] (Phosphorus (V) oxychloride), NC1=C(OC[C@@H]2CN([C@@H](CO2)CO[Si](C)(C)C(C)(C)C)C(=O)OC(C)(C)C)C(=CC=C1)F (tert-butyl (2S,5S)-2-[(2-amino-6-fluorophenoxy)methyl]-5-({[tert-butyl(dimethyl)silyl]oxy}methyl)morpholine-4-carboxylate), C(C)(C)(C)OC(=O)N[C@@H](C(C1=CC=C(C=C1)F)C1=CC=C(C=C1)F)C(=O)O (N-(tert-butoxycarbonyl)-4-fluoro-β-(4-fluorophenyl)-L-phenylalanine). Solvent: N1=CC=CC=C1 (pyridine), N1=CC=CC=C1 (pyridine). Conditions: temperature 0 celsius, time 30 minute. Yields the product C(C)(C)(C)OC(=O)N[C@@H](C(C1=CC=C(C=C1)F)C1=CC=C(C=C1)F)C(=O)NC1=C(OC[C@@H]2CN([C@@H](CO2)CO[Si](C)(C)C(C)(C)C)C(=O)OC(C)(C)C)C(=CC=C1)F (tert-butyl (2S,5S)-2-[(2-{[N-(tert-butoxycarbonyl)-4-fluoro-β-(4-fluorophenyl)-L-phenylalanyl]amino}-6-fluorophenoxy)methyl]-5-({[tert-butyl(dimethyl)silyl]oxy}methyl)morpholine-4-carboxylate). Reaction SMILES: O(Cl)Cl.[P+5].[NH2:5][C:6]1[CH:35]=[CH:34][CH:33]=[C:32]([F:36])[C:7]=1[O:8][CH2:9][C@H:10]1[O:15][CH2:14][C@@H:13]([CH2:16][O:17][Si:18]([C:21]([CH3:24])([CH3:23])[CH3:22])([CH3:20])[CH3:19])[N:12]([C:25]([O:27][C:28]([CH3:31])([CH3:30])[CH3:29])=[O:26])[CH2:11]1.[C:37]([O:41][C:42]([NH:44][C@H:45]([C:61](O)=[O:62])[CH:46]([C:54]1[CH:59]=[CH:58][C:57]([F:60])=[CH:56][CH:55]=1)[C:47]1[CH:52]=[CH:51][C:50]([F:53])=[CH:49][CH:48]=1)=[O:43])([CH3:40])([CH3:39])[CH3:38]>N1C=CC=CC=1>[C:37]([O:41][C:42]([NH:44][C@H:45]([C:61]([NH:5][C:6]1[CH:35]=[CH:34][CH:33]=[C:32]([F:36])[C:7]=1[O:8][CH2:9][C@H:10]1[O:15][CH2:14][C@@H:13]([CH2:16][O:17][Si:18]([C:21]([CH3:22])([CH3:23])[CH3:24])([CH3:20])[CH3:19])[N:12]([C:25]([O:27][C:28]([CH3:29])([CH3:30])[CH3:31])=[O:26])[CH2:11]1)=[O:62])[CH:46]([C:54]1[CH:59]=[CH:58][C:57]([F:60])=[CH:56][CH:55]=1)[C:47]1[CH:52]=[CH:51][C:50]([F:53])=[CH:49][CH:48]=1)=[O:43])([CH3:39])([CH3:40])[CH3:38] |f:0.1|. Procedure details: Phosphorus (V) oxychloride (118 μl, 1.262 mmol) was added to a solution of tert-butyl (2S,5S)-2-[(2-amino-6-fluorophenoxy)methyl]-5-({[tert-butyl(dimethyl)silyl]oxy}methyl)morpholine-4-carboxylate (540 mg, 1.147 mmol) and N-(tert-butoxycarbonyl)-4-fluoro-β-(4-fluorophenyl)-L-phenylalanine (433 mg, 1.147 mmol) in pyridine (5.74 mL) at −15° C. The reaction was stirred for 30 minutes then warmed to 0° C. and stirred for another 1.5 hours. LC/MS at this time only shows pyridine and desired product. ... Reactants: C1OC(CCC=C)COC1 (5-ethylenedioxy-1-hexene), CCOCC (ether), I(=O)(=O)(=O)[O-] (periodate), I(=O)(=O)(=O)[O-].[Na+] (sodium metaperiodate). The reagents and catalysts are [Os](=O)(=O)(=O)=O (osmium tetroxide). Run in O (water). Reaction conditions: time 2.5 hour. Yields the product C1OC(CCC=O)COC1 (4-ethylenedioxy-pentanal). The yield is 65.0%. Reaction SMILES: [CH2:1]1[CH2:10][O:9][CH2:8][CH:3]([CH2:4][CH2:5][CH:6]=C)[O:2]1.CC[O:13]CC.I([O-])(=O)(=O)=O.[Na+].I([O-])(=O)(=O)=O>[Os](=O)(=O)(=O)=O.O>[CH2:1]1[CH2:10][O:9][CH2:8][CH:3]([CH2:4][CH2:5][CH:6]=[O:13])[O:2]1 |f:2.3|. Procedure: A mixture of 5-ethylenedioxy-1-hexene (6.0 g.), osmium tetroxide (0.5 g.) , ether (150 ml.) and water (150 ml.) is treated portionwise with sodium metaperiodate (19.3 g.) so that the reaction temperature does not exceed 30°. After the addition of the periodate, a voluminous white solid precipitates out. The mixture is stirred 2.5 hrs. at room temperature, then filtered, and the solid portion is washed with more aqueous ether. The aqueous portion of the filtrate is separated and extracted with th... Reactants: ClCC=1N=CN(C1)C(C1=CC=CC=C1)(C1=CC=CC=C1)C1=CC=CC=C1 (4-chloromethyl-1-trityl-1H-imidazole), C(C1=CC=CC=C1)OC1=C(C=CC=C1)O (2-benzyloxyphenol). The product is C(C1=CC=CC=C1)OC1=C(OCC=2N=CN(C2)C(C2=CC=CC=C2)(C2=CC=CC=C2)C2=CC=CC=C2)C=CC=C1 (4-(2-benzyloxy-phenoxymethyl)-1-trityl-1H-imidazole). RXN SMILES: Cl[CH2:2][C:3]1[N:4]=[CH:5][N:6]([C:8]([C:21]2[CH:26]=[CH:25][CH:24]=[CH:23][CH:22]=2)([C:15]2[CH:20]=[CH:19][CH:18]=[CH:17][CH:16]=2)[C:9]2[CH:14]=[CH:13][CH:12]=[CH:11][CH:10]=2)[CH:7]=1.[CH2:27]([O:34][C:35]1[CH:40]=[CH:39][CH:38]=[CH:37][C:36]=1[OH:41])[C:28]1[CH:33]=[CH:32][CH:31]=[CH:30][CH:29]=1>>[CH2:27]([O:34][C:35]1[CH:40]=[CH:39][CH:38]=[CH:37][C:36]=1[O:41][CH2:2][C:3]1[N:4]=[CH:5][N:6]([C:8]([C:21]2[CH:26]=[CH:25][CH:24]=[CH:23][CH:22]=2)([C:15]2[CH:20]=[CH:19][CH:18]=[CH:17][CH:16]=2)[C:9]2[CH:14]=[CH:13][CH:12]=[CH:11][CH:10]=2)[CH:7]=1)[C:28]1[CH:29]=[CH:30][CH:31]=[CH:32][CH:33]=1. Procedure: In analogy to example 20.a., 4-chloromethyl-1-trityl-1H-imidazole (CAS103057-10-9) was reacted with 2-benzyloxyphenol to give 4-(2-benzyloxy-phenoxymethyl)-1-trityl-1H-imidazole as a yellow viscous oil. MS (ISP): 523.5 ([M+H]+) The reactants are ClC1=CC=C(C=C1)C1=NN(C(N1C1CC1)=O)CC(=O)O ([3-(4-chlorophenyl)-4-cyclopropyl-5-oxo-4,5-dihydro-1H-1,2,4-triazol-1-yl]-acetic acid), CCN=C=NCCCN(C)C.Cl (EDC hydrochloride), ClC=1C=C(C=C(C1)Cl)C(C)(C)N (2-(3,5-dichlorophenyl)propan-2-amine), C=1C=CC2=C(C1)N=NN2O (HOBt). The solvent is CN(C=O)C (dimethylformamide). Run at time 10 minute. Product: ClC1=CC=C(C=C1)C1=NN(C(N1C1CC1)=O)CC(=O)NC(C)(C)C1=CC(=CC(=C1)Cl)Cl (2-[3-(4-chlorophenyl)-4-cyclopropyl-5-oxo-4,5-dihydro-1H-1,2,4-triazol-1-yl]-N-[1-(3,5-dichlorophenyl)-1-methylethyl]acetamide). Reaction SMILES: [Cl:1][C:2]1[CH:7]=[CH:6][C:5]([C:8]2[N:12]([CH:13]3[CH2:15][CH2:14]3)[C:11](=[O:16])[N:10]([CH2:17][C:18](O)=[O:19])[N:9]=2)=[CH:4][CH:3]=1.[Cl:21][C:22]1[CH:23]=[C:24]([C:29]([NH2:32])([CH3:31])[CH3:30])[CH:25]=[C:26]([Cl:28])[CH:27]=1.C1C=CC2N(O)N=NC=2C=1.CCN=C=NCCCN(C)C.Cl>CN(C)C=O>[Cl:1][C:2]1[CH:7]=[CH:6][C:5]([C:8]2[N:12]([CH:13]3[CH2:14][CH2:15]3)[C:11](=[O:16])[N:10]([CH2:17][C:18]([NH:32][C:29]([C:24]3[CH:25]=[C:26]([Cl:28])[CH:27]=[C:22]([Cl:21])[CH:23]=3)([CH3:30])[CH3:31])=[O:19])[N:9]=2)=[CH:4][CH:3]=1 |f:3.4|. Reported procedure: 70.0 mg (0.238 mmol) of [3-(4-chlorophenyl)-4-cyclopropyl-5-oxo-4,5-dihydro-1H-1,2,4-triazol-1-yl]-acetic acid from Example 88A and 48.6 mg (0.238 mmol) of 2-(3,5-dichlorophenyl)propan-2-amine are placed in 2 ml of dimethylformamide and treated with 38.6 mg (0.286 mmol) of HOBt. After 10 mins' stirring, 59.4 mg (0.310 mmol) of EDC hydrochloride are added and the mixture is stirred overnight at room temperature. Without further workup, the mixture is purified directly by preparative HPLC [Method ... Starting materials: CC=1N(C(=CC1)C)C1=CC=C2CCC(N(C2=C1)C(C(=O)OCC)C)=O (ethyl 2-(7-(2,5-dimethyl-1H-pyrrol-1-yl)-2-oxo-3,4-dihydroquinolin-1(2H)-yl)propanoate), COC=1C=CC(=CC1)P2(=S)SP(=S)(S2)C=3C=CC(=CC3)OC (Lawesson reagent). Solvent: C1(=CC=CC=C1)C (toluene). Yields the product CC=1N(C(=CC1)C)C1=CC=C2CCC(N(C2=C1)C(C(=O)OCC)C)=S (ethyl 2-(7-(2,5-dimethyl-1H-pyrrol-1-yl)-2-thioxo-3,4-dihydroquinolin-1(2H)-yl)propanoate). Isolated yield 11.9%. RXN SMILES: [CH3:1][C:2]1[N:3]([C:8]2[CH:17]=[C:16]3[C:11]([CH2:12][CH2:13][C:14](=O)[N:15]3[CH:18]([CH3:24])[C:19]([O:21][CH2:22][CH3:23])=[O:20])=[CH:10][CH:9]=2)[C:4]([CH3:7])=[CH:5][CH:6]=1.COC1C=CC(P2(SP(C3C=CC(OC)=CC=3)(=S)S2)=[S:35])=CC=1>C1(C)C=CC=CC=1>[CH3:1][C:2]1[N:3]([C:8]2[CH:17]=[C:16]3[C:11]([CH2:12][CH2:13][C:14](=[S:35])[N:15]3[CH:18]([CH3:24])[C:19]([O:21][CH2:22][CH3:23])=[O:20])=[CH:10][CH:9]=2)[C:4]([CH3:7])=[CH:5][CH:6]=1. Procedure: A solution of ethyl 2-(7-(2,5-dimethyl-1H-pyrrol-1-yl)-2-oxo-3,4-dihydroquinolin-1(2H)-yl)propanoate (1.6 g, 4.70 mmol) and Lawesson reagent (1.9 g, 4.70 mmol) in toluene (20 mL) was heated to reflux for 2 h. The reaction mixture was cooled to ambient temperature and the mixture was concentrated in vacuo. The residue was purified by column chromatography on silica gel (eluting with 0-5% EtOAc in petroleum ether) to give ethyl 2-(7-(2,5-dimethyl-1H-pyrrol-1-yl)-2-thioxo-3,4-dihydroquinolin-1(2H)-... Starting materials: C(C1=CC=CC=C1)N1CC(C(CC1)=O)C1=CC=CC=C1 (1-benzyl-3-phenyl-piperidin-4-one), CN1CCNCC1 (N-methyl-piperazine), ClC=1C=C(C(=O)Cl)C=C(C1)Cl (3,5-dichloro-benzoyl chloride). Product: ClC=1C=C(C=C(C1)Cl)C(=O)N1C[C@H]([C@H](CC1)N1CCN(CC1)C)C1=CC=CC=C1 (Rac-cis-(3,5-Dichloro-phenyl)-[4-(4-methyl-piperazin-1-yl)-3-phenyl-piperidin-1-yl]-methanone). RXN SMILES: C([N:8]1[CH2:13][CH2:12][C:11](=O)[CH:10]([C:15]2[CH:20]=[CH:19][CH:18]=[CH:17][CH:16]=2)[CH2:9]1)C1C=CC=CC=1.[CH3:21][N:22]1[CH2:27][CH2:26][NH:25][CH2:24][CH2:23]1.[Cl:28][C:29]1[CH:30]=[C:31]([CH:35]=[C:36]([Cl:38])[CH:37]=1)[C:32](Cl)=[O:33]>>[Cl:28][C:29]1[CH:30]=[C:31]([C:32]([N:8]2[CH2:13][CH2:12][C@H:11]([N:25]3[CH2:26][CH2:27][N:22]([CH3:21])[CH2:23][CH2:24]3)[C@H:10]([C:15]3[CH:16]=[CH:17][CH:18]=[CH:19][CH:20]=3)[CH2:9]2)=[O:33])[CH:35]=[C:36]([Cl:38])[CH:37]=1. Procedure: The title compound, MS: m/e=432.2 (M+H+), was prepared in accordance with the general method of example 26 from 1-benzyl-3-phenyl-piperidin-4-one, N-methyl-piperazine and 3,5-dichloro-benzoyl chloride.